From a dataset of the Open Reaction Database (ORD), a public repository of structured organic reaction records. describe an organic reaction: reactants, conditions, products, and yield Yields the product Cc1nc2c(ccn2Cc2ccc(F)c(F)c2)c(I)c1C=O. RXN SMILES: [Cl:34][CH2:35][Cl:36].[F:1][c:2]1[cH:3][c:4]([CH2:5][n:6]2[cH:7][cH:8][c:9]3[c:10]2[n:11][c:12]([CH3:18])[c:13]([CH2:16][OH:17])[c:14]3[I:15])[cH:19][cH:20][c:21]1[F:22].[O:23]=[Cr:24]([Cl:25])([O-:26])=[O:27].[nH+:28]1[cH:29][cH:30][cH:31][cH:32][cH:33]1>>[F:1][c:2]1[cH:3][c:4]([CH2:5][n:6]2[cH:7][cH:8][c:9]3[c:10]2[n:11][c:12]([CH3:18])[c:13]([CH:16]=[O:17])[c:14]3[I:15])[cH:19][cH:20][c:21]1[F:22]. The reactants are ClCCl, Cc1nc2c(ccn2Cc2ccc(F)c(F)c2)c(I)c1CO, O=[Cr](=O)([O-])Cl, c1cc[nH+]cc1. The yield is 70.4%. The solvent is O1CCOCC1.O (dioxane water). Reaction SMILES: [C:1]1([N:7]([C:18]2[CH:23]=[CH:22][C:21](B3OC(C)(C)C(C)(C)O3)=[CH:20][CH:19]=2)[C:8]2[C:17]3[C:12](=[CH:13][CH:14]=[CH:15][CH:16]=3)[CH:11]=[CH:10][CH:9]=2)[CH:6]=[CH:5][CH:4]=[CH:3][CH:2]=1.Br[C:34]1[CH:39]=[N:38][C:37]([Br:40])=[CH:36][N:35]=1.C([O-])([O-])=O.[K+].[K+]>O1CCOCC1.O.C1C=CC([P]([Pd]([P](C2C=CC=CC=2)(C2C=CC=CC=2)C2C=CC=CC=2)([P](C2C=CC=CC=2)(C2C=CC=CC=2)C2C=CC=CC=2)[P](C2C=CC=CC=2)(C2C=CC=CC=2)C2C=CC=CC=2)(C2C=CC=CC=2)C2C=CC=CC=2)=CC=1>[Br:40][C:37]1[N:38]=[CH:39][C:34]([C:4]2[CH:3]=[CH:2][C:1]([N:7]([C:18]3[CH:23]=[CH:22][CH:21]=[CH:20][CH:19]=3)[C:8]3[C:17]4[C:12](=[CH:13][CH:14]=[CH:15][CH:16]=4)[CH:11]=[CH:10][CH:9]=3)=[CH:6][CH:5]=2)=[N:35][CH:36]=1 |f:2.3.4,5.6,^1:57,59,78,97|. Procedure: A mixture of N-phenyl-N-(4-(4,4,5,5-tetramethyl-1,3,2-dioxaborolan-2-yl)phenyl)naphthalen-1-amine (Compound 7) (2.91 g, 6.91 mmol), 2,5-dibromopyrazine (3.56 g, 13.8 mmol), Pd(PPh3)4 (0.346 g, 0.3 mmol), K2CO3 (1.93 g, 14 mmol) in dioxane/water (80 mL/15 mL), was degassed and heated at about 85° C. overnight. The resulting mixture was diluted with ethyl acetate (250 mL), washed with brine, dried over Na2SO4, loaded on silica gel and purified by flash column using eluents of hexanes to hexanes/di... The product is BrC=1N=CC(=NC1)C1=CC=C(C=C1)N(C1=CC=CC2=CC=CC=C12)C1=CC=CC=C1 (N-(4-(5-bromopyrazin-2-yl)phenyl)-N-phenylnaphthalen-1-amine). Conditions: temperature 85 celsius. The reagents and catalysts are C=1C=CC(=CC1)[P](C=2C=CC=CC2)(C=3C=CC=CC3)[Pd]([P](C=4C=CC=CC4)(C=5C=CC=CC5)C=6C=CC=CC6)([P](C=7C=CC=CC7)(C=8C=CC=CC8)C=9C=CC=CC9)[P](C=1C=CC=CC1)(C=1C=CC=CC1)C=1C=CC=CC1 (Pd(PPh3)4). The reactants are C1(=CC=CC=C1)N(C1=CC=CC2=CC=CC=C12)C1=CC=C(C=C1)B1OC(C(O1)(C)C)(C)C (N-phenyl-N-(4-(4,4,5,5-tetramethyl-1,3,2-dioxaborolan-2-yl)phenyl)naphthalen-1-amine), C1(=CC=CC=C1)N(C1=CC=CC2=CC=CC=C12)C1=CC=C(C=C1)B1OC(C(O1)(C)C)(C)C (N-phenyl-N-(4-(4,4,5,5-tetramethyl-1,3,2-dioxaborolan-2-yl)phenyl)naphthalen-1-amine), BrC1=NC=C(N=C1)Br (2,5-dibromopyrazine), C(=O)([O-])[O-].[K+].[K+] (K2CO3). Reactants: BrC=1C=CC=2N3C4=C(C=C(C=C4C2C1)OCC(=O)OCC)C(C(=C3)C)=O (10-bromo-2-ethoxycarbonylmethyloxy-5-methyl-4H-pyrido[3,2,1-jk]carbazole-4-one), C(C)O (ethanol), aqueous solution. Solvent: C(Cl)Cl (methylene chloride). Run at time 90 minute. Yields the product BrC=1C=CC=2N3C4=C(C=C(C=C4C2C1)OCC(=O)O)C(C(=C3)C)=O (10-bromo-2-carboxymethyloxy-5-methyl-4H-pyrido[3,2,1-jk]carbazole-4-one). Isolated yield 91.2%. Reaction SMILES: [Br:1][C:2]1[CH:3]=[CH:4][C:5]2[N:6]3[CH:24]=[C:23]([CH3:25])[C:22](=[O:26])[C:8]4[CH:9]=[C:10]([O:15][CH2:16][C:17]([O:19]CC)=[O:18])[CH:11]=[C:12]([C:13]=2[CH:14]=1)[C:7]3=4.C(O)C>C(Cl)Cl>[Br:1][C:2]1[CH:3]=[CH:4][C:5]2[N:6]3[CH:24]=[C:23]([CH3:25])[C:22](=[O:26])[C:8]4[CH:9]=[C:10]([O:15][CH2:16][C:17]([OH:19])=[O:18])[CH:11]=[C:12]([C:13]=2[CH:14]=1)[C:7]3=4. Procedure: 10-bromo-2-ethoxycarbonylmethyloxy-5-methyl-4H-pyrido[3,2,1-jk]carbazole-4-one (200 mg) obtained in Example 52 was suspended in a mixed solution of ethanol (10 ml) and methylene chloride (10 ml), and 1N aqueous solution of sodium-hydroxide (1 ml) was added to the suspension. The mixture was stirred at room temperature for 90 minutes, and the solvent was evaporated under reduced pressure. To the residue was added water and 1N hydrochloric acid to pH 1, and the crystals precipitated were recovered... Reported procedure: The title compound was prepared in an analogous manner as 4-amino-6-{4-[4-(4-fluoro-3-trifluoromethyl-phenyl)-1-methyl-1H-imidazol-2-yl]-piperidin-1-yl}-pyrimidine-5-carbonitrile using 4-[1-(2-azetidin-1-yl-ethyl)-4-(4-fluoro-3-trifluoromethyl-phenyl)-1H-imidazol-2-yl]-piperidine trifluoroacetate instead of 4-[4-(4-fluoro-3-trifluoromethyl-phenyl)-1-methyl-1h-imidazol-2-yl]-piperidine. LC-MS: (M+1=515, obsd.=515). Reaction SMILES: [NH2:1][C:2]1[C:7]([C:8]#[N:9])=[C:6]([N:10]2[CH2:15][CH2:14][CH:13]([C:16]3[N:17]([CH3:32])[CH:18]=[C:19]([C:21]4[CH:26]=[CH:25][C:24]([F:27])=[C:23]([C:28]([F:31])([F:30])[F:29])[CH:22]=4)[N:20]=3)[CH2:12][CH2:11]2)[N:5]=[CH:4][N:3]=1.FC(F)(F)C(O)=O.[N:40]1([CH2:44]CN2C=C(C3C=CC(F)=C(C(F)(F)F)C=3)N=C2C2CCNCC2)[CH2:43][CH2:42][CH2:41]1>>[NH2:1][C:2]1[C:7]([C:8]#[N:9])=[C:6]([N:10]2[CH2:15][CH2:14][CH:13]([C:16]3[N:17]([CH2:32][CH2:44][N:40]4[CH2:43][CH2:42][CH2:41]4)[CH:18]=[C:19]([C:21]4[CH:26]=[CH:25][C:24]([F:27])=[C:23]([C:28]([F:31])([F:30])[F:29])[CH:22]=4)[N:20]=3)[CH2:12][CH2:11]2)[N:5]=[CH:4][N:3]=1 |f:1.2|. The product is NC1=NC=NC(=C1C#N)N1CCC(CC1)C=1N(C=C(N1)C1=CC(=C(C=C1)F)C(F)(F)F)CCN1CCC1 (4-Amino-6-{4-[1-(2-azetidin-1-yl-ethyl)-4-(4-fluoro-3-trifluoromethyl-phenyl)-1H-imidazol-2-yl]-piperidin-1-yl}-pyrimidine-5-carbonitrile). Reactants: NC1=NC=NC(=C1C#N)N1CCC(CC1)C=1N(C=C(N1)C1=CC(=C(C=C1)F)C(F)(F)F)C (4-amino-6-{4-[4-(4-fluoro-3-trifluoromethyl-phenyl)-1-methyl-1H-imidazol-2-yl]-piperidin-1-yl}-pyrimidine-5-carbonitrile), FC(C(=O)O)(F)F.N1(CCC1)CCN1C(=NC(=C1)C1=CC(=C(C=C1)F)C(F)(F)F)C1CCNCC1 (4-[1-(2-azetidin-1-yl-ethyl)-4-(4-fluoro-3-trifluoromethyl-phenyl)-1H-imidazol-2-yl]-piperidine trifluoroacetate). The reactants are Cl.BrC=1C=C2C(=NC1)NC=C2C2=CC=C(C=C2)OCCCN2CCCCC2 (5-bromo-3-[4-(3-piperidin-1-yl-propoxy)-phenyl]-1H-pyrrolo[2,3-b]pyridine hydrochloride), C([O-])(O)=O.[Na+] (sodium bicarbonate), C([O-])([O-])=O.[Na+].[Na+] (sodium carbonate), COC=1C=C(C=CC1OCC1=CC=C(C=C1)OC)B1OC(C(O1)(C)C)(C)C (2-[3-Methoxy-4-(4-methoxy-benzyloxy)-phenyl]-4,4,5,5-tetramethyl-[1,3,2]dioxaborolane), aqueous solution. The reagents and catalysts are Cl[Pd-2](P(C1=CC=CC=C1)(C1=CC=CC=C1)C1=CC=CC=C1)(P(C1=CC=CC=C1)(C1=CC=CC=C1)C1=CC=CC=C1)Cl (dichlorobis(triphenylphosphino)palladium(II)). Run in C(C)#N (acetonitrile), ClCCl (dichloromethane). Run at time 2 hour. The product is COC1=C(C=CC(=C1)C=1C=C2C(=NC1)NC=C2C2=CC=C(C=C2)OCCCN2CCCCC2)O (2-methoxy-4-{3-[4-{3-piperidin-1-yl-propoxy)-phenyl]-1H-pyrrolo[2,3-b]pyridin-5-yl}-phenol). The yield is 8.3%. As a reaction SMILES: Cl.Br[C:3]1[CH:4]=[C:5]2[C:11]([C:12]3[CH:17]=[CH:16][C:15]([O:18][CH2:19][CH2:20][CH2:21][N:22]4[CH2:27][CH2:26][CH2:25][CH2:24][CH2:23]4)=[CH:14][CH:13]=3)=[CH:10][NH:9][C:6]2=[N:7][CH:8]=1.[CH3:28][O:29][C:30]1[CH:31]=[C:32](B2OC(C)(C)C(C)(C)O2)[CH:33]=[CH:34][C:35]=1[O:36]CC1C=CC(OC)=CC=1.C(=O)([O-])[O-].[Na+].[Na+].C(=O)(O)[O-].[Na+]>Cl[Pd-2](Cl)(P(C1C=CC=CC=1)(C1C=CC=CC=1)C1C=CC=CC=1)P(C1C=CC=CC=1)(C1C=CC=CC=1)C1C=CC=CC=1.ClCCl.C(#N)C>[CH3:28][O:29][C:30]1[CH:31]=[C:32]([C:3]2[CH:4]=[C:5]3[C:11]([C:12]4[CH:17]=[CH:16][C:15]([O:18][CH2:19][CH2:20][CH2:21][N:22]5[CH2:27][CH2:26][CH2:25][CH2:24][CH2:23]5)=[CH:14][CH:13]=4)=[CH:10][NH:9][C:6]3=[N:7][CH:8]=2)[CH:33]=[CH:34][C:35]=1[OH:36] |f:0.1,3.4.5,6.7|. Procedure: 100 mg (0.24 mmol) of 5-bromo-3-[4-(3-piperidin-1-yl-propoxy)-phenyl]-1H-pyrrolo[2,3-b]pyridine hydrochloride, 120 mg (0.33 mmol) of 2-[3-Methoxy-4-(4-methoxy-benzyloxy)-phenyl]-4,4,5,5-tetramethyl-[1,3,2]dioxaborolane and 10 mg (5 mol %) of dichlorobis(triphenylphosphino)palladium(II) were placed in a vial and 1.5 ml of acetonitrile and 1.5 ml of a 2 M aqueous solution of sodium carbonate were added. The mixture was irradiated in a Personal Chemistry® microwave reactor to 165° C. for 1200 sec. ... The reactants are NC=1C=C(C=CC1)C1=C(C=NC2=C(C=CC=C12)C(F)(F)F)C(=O)C1=CC=CC=C1 ([4-(3-amino-phenyl)-8-trifluoromethyl-quinolin-3-yl]-phenyl-methanone), O=C1NC(SC1=CC1=CC=C(C=O)C=C1)=S (4-(4-oxo-2-thioxo-thiazolidin-5-ylidenemethyl)-benzaldehyde). Product: C(C1=CC=CC=C1)(=O)C=1C=NC2=C(C=CC=C2C1C=1C=C(C=CC1)NCC1=CC=C(C=C2C(NC(S2)=S)=O)C=C1)C(F)(F)F (5-{4-[({3-[3-BENZOYL-8-(TRIFLUOROMETHYL)QUINOLIN-4-YL]PHENYL}AMINO)METHYL]BENZYLIDENE}-2-THIOXO-1,3-THIAZOLIDIN-4-ONE). Reaction SMILES: [NH2:1][C:2]1[CH:3]=[C:4]([C:8]2[C:17]3[C:12](=[C:13]([C:18]([F:21])([F:20])[F:19])[CH:14]=[CH:15][CH:16]=3)[N:11]=[CH:10][C:9]=2[C:22]([C:24]2[CH:29]=[CH:28][CH:27]=[CH:26][CH:25]=2)=[O:23])[CH:5]=[CH:6][CH:7]=1.[O:30]=[C:31]1[C:35](=[CH:36][C:37]2[CH:44]=[CH:43][C:40]([CH:41]=O)=[CH:39][CH:38]=2)[S:34][C:33](=[S:45])[NH:32]1>>[C:22]([C:9]1[CH:10]=[N:11][C:12]2[C:17]([C:8]=1[C:4]1[CH:3]=[C:2]([NH:1][CH2:41][C:40]3[CH:39]=[CH:38][C:37]([CH:36]=[C:35]4[S:34][C:33](=[S:45])[NH:32][C:31]4=[O:30])=[CH:44][CH:43]=3)[CH:7]=[CH:6][CH:5]=1)=[CH:16][CH:15]=[CH:14][C:13]=2[C:18]([F:21])([F:19])[F:20])(=[O:23])[C:24]1[CH:25]=[CH:26][CH:27]=[CH:28][CH:29]=1. Reported procedure: The title compound was prepared from [4-(3-amino-phenyl)-8-trifluoromethyl-quinolin-3-yl]-phenyl-methanone and 4-(4-oxo-2-thioxo-thiazolidin-5-ylidenemethyl)-benzaldehyde according to the procedure of Example 66. MS (ES) m/z 623.8. Reactants: O=C([O-])[O-], COC(=O)c1cc(I)c(O)c(C#N)c1, COS(=O)(=O)OC, CN(C)C=O, [K+], [K+]. The product is COC(=O)c1cc(I)c(OC)c(C#N)c1. As a reaction SMILES: [C:15](=[O:16])([O-:17])[O-:18].[C:1](#[N:2])[c:3]1[cH:4][c:5]([C:6](=[O:7])[O:8][CH3:9])[cH:10][c:11]([I:14])[c:12]1[OH:13].[CH3:21][O:22][S:23](=[O:24])(=[O:25])[O:26][CH3:27].[CH3:28][N:29]([CH3:30])[CH:31]=[O:32].[K+:19].[K+:20]>>[C:1](#[N:2])[c:3]1[cH:4][c:5]([C:6](=[O:7])[O:8][CH3:9])[cH:10][c:11]([I:14])[c:12]1[O:13][CH3:15].